Dataset: the Open Reaction Database (ORD), a public repository of structured organic reaction records. Task: describe an organic reaction: reactants, conditions, products, and yield Reactants: C([C@@H](O)[C@H](O)C(=O)O)(=O)O (D(-)-tartaric acid), C(C1=CC=CC=C1)N (benzylamine), C1(=CC(=CC=C1)C)C (m-xylene). Run in O (water). The product is C(C1=CC=CC=C1)N1C([C@H]([C@@H](C1=O)O)O)=O ((3S,4S)-1-benzyl-3,4-dihydroxy-2,5-dioxopyrrolidine). Isolated yield 75.3%. RXN SMILES: [C:1]([OH:10])(=O)[C@H:2]([C@@H:4]([C:6](O)=[O:7])[OH:5])[OH:3].[CH2:11]([NH2:18])[C:12]1[CH:17]=[CH:16][CH:15]=[CH:14][CH:13]=1.C1(C)C=CC=C(C)C=1>O>[CH2:11]([N:18]1[C:6](=[O:7])[C@@H:4]([OH:5])[C@H:2]([OH:3])[C:1]1=[O:10])[C:12]1[CH:17]=[CH:16][CH:15]=[CH:14][CH:13]=1. Reported procedure: A mixture of D(-)-tartaric acid (4.5 g, 30 mmol), benzylamine (3.3 ml, 30,2 mmol) and m-xylene (50 ml) was heated at reflux temperature for 4 hours with simultaneous capture of water. The mixture was cooled to room temperature, filtered and washed with m-xylene twice (2×2 ml) and acetone (10 ml) to give (3S,4S)-1-benzyl-3,4-dihydroxy-2,5-dioxopyrrolidine (5.0 g, yield: 76%) as light yellow crystals.